describe an organic reaction: reactants, conditions, products, and yield From a dataset of the Open Reaction Database (ORD), a public repository of structured organic reaction records. The reactants are FC(C(=O)O)(F)F (Trifluoroacetic acid), O1CCN(CC1)CCCNC(=O)C1CCN(CC1)C(=O)OC(C)(C)C (tert-butyl 4-(3-morpholinopropylcarbamoyl)piperidine-1-carboxylate). Solvent: C(Cl)Cl (CH2Cl2). Product: O1CCN(CC1)CCCNC(=O)C1CCNCC1 (N-(3-morpholinopropyl)piperidine-4-carboxamide). Isolated yield 93.8%. RXN SMILES: FC(F)(F)C(O)=O.[O:8]1[CH2:13][CH2:12][N:11]([CH2:14][CH2:15][CH2:16][NH:17][C:18]([CH:20]2[CH2:25][CH2:24][N:23](C(OC(C)(C)C)=O)[CH2:22][CH2:21]2)=[O:19])[CH2:10][CH2:9]1>C(Cl)Cl>[O:8]1[CH2:9][CH2:10][N:11]([CH2:14][CH2:15][CH2:16][NH:17][C:18]([CH:20]2[CH2:21][CH2:22][NH:23][CH2:24][CH2:25]2)=[O:19])[CH2:12][CH2:13]1. Reported procedure: Trifluoroacetic acid (4.4 ml) is added to a solution of tert-butyl 4-(3-morpholinopropylcarbamoyl)piperidine-1-carboxylate (2.3 g) in CH2Cl2 (30 ml), and the mixture is stirred over night. The solvent is removed under reduced pressure to give crude N-(3-morpholinopropyl)piperidine-4-carboxamide (1.55 g). Reactants: N[C@@H](C)C(=O)N1[C@H](C(=O)OCC2=CC=CC=C2)C[C@@H](C1)CC1=CC=CC=C1 (1-(L-alanyl)-4-(S)-(phenylmethyl)-L-proline, phenylmethyl ester), alcohol, [H][H] (hydrogen). The reagents and catalysts are [Pd] (palladium on carbon). Product: N[C@@H](C)C(=O)N1[C@H](C(=O)O)C[C@@H](C1)CC1=CC=CC=C1 (1-(L-alanyl)-4-(S)-(phenylmethyl)-L-proline). RXN SMILES: [NH2:1][C@H:2]([C:4]([N:6]1[CH2:20][C@@H:19]([CH2:21][C:22]2[CH:27]=[CH:26][CH:25]=[CH:24][CH:23]=2)[CH2:18][C@H:7]1[C:8]([O:10]CC1C=CC=CC=1)=[O:9])=[O:5])[CH3:3].[H][H]>[Pd]>[NH2:1][C@H:2]([C:4]([N:6]1[CH2:20][C@@H:19]([CH2:21][C:22]2[CH:23]=[CH:24][CH:25]=[CH:26][CH:27]=2)[CH2:18][C@H:7]1[C:8]([OH:10])=[O:9])=[O:5])[CH3:3]. Reported procedure: A solution of 10 grams of 1-(L-alanyl)-4-(S)-(phenylmethyl)-L-proline, phenylmethyl ester (liberated from its hydrochloride salt) in 150 ml. of absolute alcohol is hydrogenated in the presence of 1.5 grams of 10% palladium on carbon until the uptake of hydrogen ceases. The mixture is filtered to remove the catalyst and the filtrate is concentrated under reduced pressure to yield the desired 1-(L-alanyl)-4-(S)-(phenylmethyl)-L-proline. The reactants are C(C)(C)(C)OC(=O)N1CC=2C=C3C(=CC2CC1C(=O)O)OC[C@@H](O3)C3=CC=C(C=C3)OCC3=CC(=C(C=C3)Cl)Cl ((S)-3-[4-(3,4-dichloro-benzyloxy)-phenyl]-2,3,8,9-tetrahydro-6H-[1,4]dioxino[2,3-g]-isoquinoline-7,8-dicarboxylic acid 7-tert-butyl ester), Cl.COC([C@H](CC1=CC=C(C=C1)C1=CC=C(C=C1)F)N)=O ((S)-2-amino-3-(4′-fluoro-biphenyl-4-yl)-propionic acid methyl ester hydrochloride). The product is C(C)(C)(C)OC(=O)N1CC=2C=C3C(=CC2CC1C(N[C@@H](CC1=CC=C(C=C1)C1=CC=C(C=C1)F)C(=O)OC)=O)OC[C@@H](O3)C3=CC=C(C=C3)OCC3=CC(=C(C=C3)Cl)Cl ((S)-3-[4-(3,4-dichloro-benzyloxy)-phenyl]-8-[(S)-2-(4′-fluoro-biphenyl-4-yl)-1-methoxycarbonyl-ethylcarbamoyl]-2,3,8,9-tetrahydro-6H-[1,4]dioxino[2,3-g]isoquinoline-7-carboxylic acid tert-butyl ester). Yield: 72.5%. As a reaction SMILES: [C:1]([O:5][C:6]([N:8]1[CH:17]([C:18](O)=[O:19])[CH2:16][C:15]2[CH:14]=[C:13]3[O:21][CH2:22][C@H:23]([C:25]4[CH:30]=[CH:29][C:28]([O:31][CH2:32][C:33]5[CH:38]=[CH:37][C:36]([Cl:39])=[C:35]([Cl:40])[CH:34]=5)=[CH:27][CH:26]=4)[O:24][C:12]3=[CH:11][C:10]=2[CH2:9]1)=[O:7])([CH3:4])([CH3:3])[CH3:2].Cl.[CH3:42][O:43][C:44](=[O:61])[C@@H:45]([NH2:60])[CH2:46][C:47]1[CH:52]=[CH:51][C:50]([C:53]2[CH:58]=[CH:57][C:56]([F:59])=[CH:55][CH:54]=2)=[CH:49][CH:48]=1>>[C:1]([O:5][C:6]([N:8]1[CH:17]([C:18](=[O:19])[NH:60][C@H:45]([C:44]([O:43][CH3:42])=[O:61])[CH2:46][C:47]2[CH:52]=[CH:51][C:50]([C:53]3[CH:58]=[CH:57][C:56]([F:59])=[CH:55][CH:54]=3)=[CH:49][CH:48]=2)[CH2:16][C:15]2[CH:14]=[C:13]3[O:21][CH2:22][C@H:23]([C:25]4[CH:30]=[CH:29][C:28]([O:31][CH2:32][C:33]5[CH:38]=[CH:37][C:36]([Cl:39])=[C:35]([Cl:40])[CH:34]=5)=[CH:27][CH:26]=4)[O:24][C:12]3=[CH:11][C:10]=2[CH2:9]1)=[O:7])([CH3:4])([CH3:2])[CH3:3] |f:1.2|. Procedure: (S)-3-[4-(3,4-dichloro-benzyloxy)-phenyl]-2,3,8,9-tetrahydro-6H-[1,4]dioxino[2,3-g]-isoquinoline-7,8-dicarboxylic acid 7-tert-butyl ester (50 mg) was coupled with (S)-2-amino-3-(4′-fluoro-biphenyl-4-yl)-propionic acid methyl ester hydrochloride (29 mg) according to General Procedure L to give (S)-3-[4-(3,4-dichloro-benzyloxy)-phenyl]-8-[(S)-2-(4′-fluoro-biphenyl-4-yl)-1-methoxycarbonyl-ethylcarbamoyl]-2,3,8,9-tetrahydro-6H-[1,4]dioxino[2,3-g]isoquinoline-7-carboxylic acid tert-butyl ester (52 mg... Starting materials: C(C1=CC=CC=C1)OC(=O)N1CCC(CC1)N (4-Amino-piperidine-1-carboxylic acid benzyl ester), N1=CC=CC=C1 (pyridine), ClCCCCC(=O)Cl (5-chlorovaleryl chloride). Solvent: ClCCl (dichloromethane), ClCCl (dichloromethane). Run at temperature 0 celsius. Yields the product C(C1=CC=CC=C1)OC(=O)N1CCC(CC1)NC(CCCCCl)=O (4-(5-Chloro-pentanoylamino)-piperidine-1-carboxylic acid benzyl ester). Yield: 93.9%. Reaction SMILES: [CH2:1]([O:8][C:9]([N:11]1[CH2:16][CH2:15][CH:14]([NH2:17])[CH2:13][CH2:12]1)=[O:10])[C:2]1[CH:7]=[CH:6][CH:5]=[CH:4][CH:3]=1.N1C=CC=CC=1.[Cl:24][CH2:25][CH2:26][CH2:27][CH2:28][C:29](Cl)=[O:30]>ClCCl>[CH2:1]([O:8][C:9]([N:11]1[CH2:16][CH2:15][CH:14]([NH:17][C:29](=[O:30])[CH2:28][CH2:27][CH2:26][CH2:25][Cl:24])[CH2:13][CH2:12]1)=[O:10])[C:2]1[CH:7]=[CH:6][CH:5]=[CH:4][CH:3]=1. Procedure details: 4-Amino-piperidine-1-carboxylic acid benzyl ester (12.0 g) in dichloromethane (100 mL) was added to pyridine (7.2 mL). The solution was cooled to 0° C. then 5-chlorovaleryl chloride (7.3 g) was added drop wise to the reaction. The reaction was warmed to room temperature. After 5 hours the reaction was diluted with dichloromethane and washed with water (1×), saturated aqueous copper sulfate (2×), and water (1×). The organic extracts were dried and evaporated. The resulting solids were suspended i... Reactants: step-ii, FC=1C=C(CN2N=C(C(=C2C)B2OC(C(O2)(C)C)(C)C)C)C=CC1 (1-(3-fluoro benzyl)-3,5-dimethyl-4-(4,4,5,5-tetramethyl-1,3,2-dioxaborolan-2-yl)-1H-pyrazole), FC=1C=C(CN2N=C(C(=C2C)B2OC(C(O2)(C)C)(C)C)C)C=CC1 (1-(3-fluoro benzyl)-3,5-dimethyl-4-(4,4,5,5-tetramethyl-1,3,2-dioxaborolan-2-yl)-1H-pyrazole), IC1=CN(C2=NC=C(C=C21)C2=CC=C(C=C2)N2CCN(CC2)C)S(=O)(=O)C2=CC=C(C)C=C2 (3-iodo-5-(4-(4-methylpiperazin-1-yl)phenyl)-1-tosyl-1H-pyrrolo[2,3-b]pyridine), IC1=CN(C2=NC=C(C=C21)C2=CC=C(C=C2)N2CCN(CC2)C)S(=O)(=O)C2=CC=C(C)C=C2 (3-iodo-5-(4-(4-methylpiperazin-1-yl)phenyl)-1-tosyl-1H-pyrrolo[2,3-b]pyridine), C([O-])([O-])=O.[Na+].[Na+] (sodium carbonate). Reagents/catalysts: C1=CC=C(C=C1)P([C-]2C=CC=C2)C3=CC=CC=C3.C1=CC=C(C=C1)P([C-]2C=CC=C2)C3=CC=CC=C3.Cl[Pd]Cl.[Fe+2] (PdCl2(dppf)). Run in C1(=CC=CC=C1)C.C(C)O.O (Toluene ethanol water). Product: FC=1C=C(CN2N=C(C(=C2C)C2=CN(C3=NC=C(C=C32)C3=CC=C(C=C3)N3CCN(CC3)C)S(=O)(=O)C3=CC=C(C)C=C3)C)C=CC1 (3-(1-(3-fluorobenzyl)-3,5-dimethyl-1H-pyrazol-4-yl)-5-(4-(4-methylpiperazin-1-yl)phenyl)-1-tosyl-1H-pyrrolo[2,3-b]pyridine). The yield is 115.7%. Reaction SMILES: I[C:2]1[C:10]2[C:5](=[N:6][CH:7]=[C:8]([C:11]3[CH:16]=[CH:15][C:14]([N:17]4[CH2:22][CH2:21][N:20]([CH3:23])[CH2:19][CH2:18]4)=[CH:13][CH:12]=3)[CH:9]=2)[N:4]([S:24]([C:27]2[CH:33]=[CH:32][C:30]([CH3:31])=[CH:29][CH:28]=2)(=[O:26])=[O:25])[CH:3]=1.[F:34][C:35]1[CH:36]=[C:37]([CH:55]=[CH:56][CH:57]=1)[CH2:38][N:39]1[C:43]([CH3:44])=[C:42](B2OC(C)(C)C(C)(C)O2)[C:41]([CH3:54])=[N:40]1.C(=O)([O-])[O-].[Na+].[Na+]>C1C=CC(P(C2C=CC=CC=2)[C-]2C=CC=C2)=CC=1.C1C=CC(P(C2C=CC=CC=2)[C-]2C=CC=C2)=CC=1.Cl[Pd]Cl.[Fe+2].C1(C)C=CC=CC=1.C(O)C.O>[F:34][C:35]1[CH:36]=[C:37]([CH:55]=[CH:56][CH:57]=1)[CH2:38][N:39]1[C:43]([CH3:44])=[C:42]([C:2]2[C:10]3[C:5](=[N:6][CH:7]=[C:8]([C:11]4[CH:16]=[CH:15][C:14]([N:17]5[CH2:22][CH2:21][N:20]([CH3:23])[CH2:19][CH2:18]5)=[CH:13][CH:12]=4)[CH:9]=3)[N:4]([S:24]([C:27]3[CH:33]=[CH:32][C:30]([CH3:31])=[CH:29][CH:28]=3)(=[O:26])=[O:25])[CH:3]=2)[C:41]([CH3:54])=[N:40]1 |f:2.3.4,5.6.7.8,9.10.11|. Procedure details: Using similar reaction conditions as described in step-ii of example-1, 3-iodo-5-(4-(4-methylpiperazin-1-yl)phenyl)-1-tosyl-1H-pyrrolo[2,3-b]pyridine (intermediate 48) (200 mg, 0.349 mmol) was coupled with 1-(3-fluorobenzyl)-3,5-dimethyl-4-(4,4,5,5-tetramethyl-1,3,2-dioxaborolan-2-yl)-1H-pyrazole (intermediate 16) (231 mg, 0.699 mmol) in sodium carbonate (111 mg, 1.048 mmol), PdCl2(dppf) (12.7 mg, 0.017 mmol), Toluene/ethanol/water (20/10/2 ml) to afford 262 mg of the crude titled compound. MS: ... Reactants: N=1C=CN2C(=NC=3C=CC=CC3C21)NC(C2=CN=CC=C2)=O (N-imidazo[1,2-c]quinazolin-5-ylnicotinamide), solution, Cl (HCl). Run in CO (methanol), O1CCOCC1 (1,4dioxane). The product is Cl.N=1C=CN2C(=NC=3C=CC=CC3C21)NC(C2=CN=CC=C2)=O (N-imidazo[1,2-c]quinazolin-5-ylnicotinamide hydrochloride). Isolated yield 89.0%. As a reaction SMILES: [N:1]1[CH:2]=[CH:3][N:4]2[C:13]=1[C:12]1[CH:11]=[CH:10][CH:9]=[CH:8][C:7]=1[N:6]=[C:5]2[NH:14][C:15](=[O:22])[C:16]1[CH:21]=[CH:20][CH:19]=[N:18][CH:17]=1.[ClH:23]>CO.O1CCOCC1>[ClH:23].[N:1]1[CH:2]=[CH:3][N:4]2[C:13]=1[C:12]1[CH:11]=[CH:10][CH:9]=[CH:8][C:7]=1[N:6]=[C:5]2[NH:14][C:15](=[O:22])[C:16]1[CH:21]=[CH:20][CH:19]=[N:18][CH:17]=1 |f:4.5|. Reported procedure: To a solution of N-imidazo[1,2-c]quinazolin-5-ylnicotinamide (40 mg, 0.14 mmol) in methanol (20 ml) was added a 4N solution of HCl in 1,4dioxane (0.5 ml). The mixture was concentrated under reduced pressure. The resulting solid was collected by filtration, washed with tetrahydrofurane and dried under reduced pressure to give N-imidazo[1,2-c]quinazolin-5-ylnicotinamide hydrochloride (40 mg, 89% yield) as a white solid. RXN SMILES: FC(F)(F)S(O[C:7]1[CH:12]=[CH:11][C:10]([C:13]2[CH:18]=[CH:17][CH:16]=[CH:15][CH:14]=2)=[CH:9][N:8]=1)(=O)=O.[CH3:21][Sn:22](Cl)([CH3:24])[CH3:23]>>[C:13]1([C:10]2[CH:11]=[CH:12][C:7]([Sn:22]([CH3:24])([CH3:23])[CH3:21])=[N:8][CH:9]=2)[CH:18]=[CH:17][CH:16]=[CH:15][CH:14]=1. Yields the product C1(=CC=CC=C1)C=1C=CC(=NC1)[Sn](C)(C)C (5-phenyl-2-(trimethylstannyl)pyridine). Procedure details: 5-phenylpyridin-2-yl trifluoromethanesulfonate (1.5 mmol) was used in Procedure J with trimethyltin chloride to yield 5-phenyl-2-(trimethylstannyl)pyridine. The crude material (˜1.25 mmol) was used in Procedure K with N-(4-chloro-3-iodophenyl)-2-methyl-6-(trifluoromethyl)nicotinamide (1 mmol). Purified by silica gel chromatography (1% acetone/methylene chloride) to yield N-(4-chloro-3-(5-phenylpyridin-2-yl)phenyl)-2-methyl-6-(trifluoromethyl)nicotinamide as a tan solid: TLC Rf=0.15 (1% acetone/m... Starting materials: FC(S(=O)(=O)OC1=NC=C(C=C1)C1=CC=CC=C1)(F)F (5-phenylpyridin-2-yl trifluoromethanesulfonate), C[Sn](C)(C)Cl (trimethyltin chloride). Reactants: O=C(c1ncc[nH]1)c1ncc[nH]1, C1CCOC1, OCC1CC1, NCCc1c[nH]c2ccccc12. The product is O=C(NCCc1c[nH]c2ccccc12)OCC1CC1. As a reaction SMILES: [C:1](=[O:2])([c:3]1[nH:4][cH:5][cH:6][n:7]1)[c:8]1[nH:9][cH:10][cH:11][n:12]1.[CH2:30]1[O:31][CH2:32][CH2:33][CH2:34]1.[CH:13]1([CH2:16][OH:17])[CH2:14][CH2:15]1.[NH2:18][CH2:19][CH2:20][c:21]1[cH:22][nH:23][c:24]2[cH:25][cH:26][cH:27][cH:28][c:29]12>>[C:1](=[O:2])([O:17][CH2:16][CH:13]1[CH2:14][CH2:15]1)[NH:18][CH2:19][CH2:20][c:21]1[cH:22][nH:23][c:24]2[cH:25][cH:26][cH:27][cH:28][c:29]12. Reactants: [Cl-].[Al+3].[Cl-].[Cl-] (aluminum chloride), C(C)(=O)Cl (acetyl chloride), ClCCCl (1,2-dichloroethane), Cl (HCl), ClCCCCC1=CC=CC=C1 (1-chloro-4-phenylbutane), ClCCCl (1,2-dichloroethane). Solvent: O (water). Conditions: time 1 hour. Product: ClCCCCCC(=O)C1=CC=CC=C1 (4-Chlorobutylacetophenone). Reaction SMILES: Cl[CH2:2][CH2:3][CH2:4][CH2:5][C:6]1[CH:11]=[CH:10][CH:9]=[CH:8][CH:7]=1.[Cl-].[Al+3].[Cl-].[Cl-].C(Cl)(=[O:18])C.Cl.[Cl:21][CH2:22][CH2:23]Cl>O>[Cl:21][CH2:22][CH2:23][CH2:2][CH2:3][CH2:4][C:5]([C:6]1[CH:11]=[CH:10][CH:9]=[CH:8][CH:7]=1)=[O:18] |f:1.2.3.4|. Procedure: To a 250 ml round-bottomed flask were added 5.0 g (29.65 mmol) 1-chloro-4-phenylbutane and 10 ml 1,2-dichloroethane. To the stirred solution was added a solution of 4.35 g (32.62 mmol) aluminum chloride and 4.22 ml (59.31 mmol) acetyl chloride in 50 ml 1,2-dichloroethane. The solution evolved HCl as it was stirred at room temperature for 1 hour. It was then poured into water, the layers separated, and the organic layer washed with 1N HCl, aqueous sodium bicarbonate solution, brine, dried over so... Starting materials: [Al+3], CC(C)=CC(=O)O, COc1ccccc1C, [Cl-], [Cl-], [Cl-], Cl. The product is COc1ccc(C(C)(C)CC(=O)O)cc1C. RXN SMILES: [Al+3:11].[CH3:14][C:15](=[CH:16][C:17](=[O:18])[OH:19])[CH3:20].[CH3:1][O:2][c:3]1[c:4]([CH3:9])[cH:5][cH:6][cH:7][cH:8]1.[Cl-:10].[Cl-:12].[Cl-:13].[ClH:21]>>[CH3:1][O:2][c:3]1[c:4]([CH3:9])[cH:5][c:6]([C:15]([CH3:14])([CH2:16][C:17](=[O:18])[OH:19])[CH3:20])[cH:7][cH:8]1.